From a dataset of the Open Reaction Database (ORD), a public repository of structured organic reaction records. describe an organic reaction: reactants, conditions, products, and yield Starting materials: Cl (hydrochloric acid), FC1=CC=C(C(=O)C2CCN(CC2)CC(=O)O)C=C1 (2-(4-(4-fluorobenzoyl)piperidin-1-yl)acetic acid), [OH-].[Na+] (sodium hydroxide), C(C)O (ethanol). The solvent is O (water). Run at temperature 80 celsius. Product: C(C)OC1=CC=C(C(=O)C2CCN(CC2)CC(=O)O)C=C1 (2-(4-(4-Ethoxybenzoyl)piperidin-1-yl)acetic acid). Reaction SMILES: F[C:2]1[CH:19]=[CH:18][C:5]([C:6]([CH:8]2[CH2:13][CH2:12][N:11]([CH2:14][C:15]([OH:17])=[O:16])[CH2:10][CH2:9]2)=[O:7])=[CH:4][CH:3]=1.[OH-].[Na+].Cl.[CH2:23]([OH:25])[CH3:24]>O>[CH2:23]([O:25][C:2]1[CH:19]=[CH:18][C:5]([C:6]([CH:8]2[CH2:13][CH2:12][N:11]([CH2:14][C:15]([OH:17])=[O:16])[CH2:10][CH2:9]2)=[O:7])=[CH:4][CH:3]=1)[CH3:24] |f:1.2|. Reported procedure: To a solution of 2-(4-(4-fluorobenzoyl)piperidin-1-yl)acetic acid (600 mg, 2.26 mmol) in ethanol (20 mL) was added sodium hydroxide (400 mg, 10.0 mmol) in water (2 mL) and heated at 80° C. for 24 h. The reaction mixture was neutralized with aqueous hydrochloric acid (1 N), the solvent was evaporated under reduced pressure and used to the next step directly. MS m/z 292.3 (M+1), retention time=0.99 min.